The task is: describe an organic reaction: reactants, conditions, products, and yield. This data is from the Open Reaction Database (ORD), a public repository of structured organic reaction records. The reactants are ClC=1N=NC(=CC1)OCC=1C(=NOC1C)C1=CC=CC=C1 (3-chloro-6-(5-methyl-3-phenyl-isoxazol-4-ylmethoxy)-pyridazine), N1CCOCC1 (morpholine). Run at temperature 116 celsius, time 4 hour. The product is CC1=C(C(=NO1)C1=CC=CC=C1)COC1=CC=C(N=N1)N1CCOCC1 (4-[6-(5-Methyl-3-phenyl-isoxazol-4-ylmethoxy)-pyridazin-3-yl]-morpholine). Isolated yield 22.7%. As a reaction SMILES: Cl[C:2]1[N:3]=[N:4][C:5]([O:8][CH2:9][C:10]2[C:11]([C:16]3[CH:21]=[CH:20][CH:19]=[CH:18][CH:17]=3)=[N:12][O:13][C:14]=2[CH3:15])=[CH:6][CH:7]=1.[NH:22]1[CH2:27][CH2:26][O:25][CH2:24][CH2:23]1>>[CH3:15][C:14]1[O:13][N:12]=[C:11]([C:16]2[CH:21]=[CH:20][CH:19]=[CH:18][CH:17]=2)[C:10]=1[CH2:9][O:8][C:5]1[N:4]=[N:3][C:2]([N:22]2[CH2:27][CH2:26][O:25][CH2:24][CH2:23]2)=[CH:7][CH:6]=1. Procedure: A mixture of 3-chloro-6-(5-methyl-3-phenyl-isoxazol-4-ylmethoxy)-pyridazine (150 mg, 0.5 mmol) and morpholine (0.17 mL, 2 mmol) was stirred at 116° C. for 4 h. After extraction with ethyl acetate/water the organic phase was concentrated and chromatographed (SiO2, heptane/ethyl acetate=100:0 to 70:30) to afford the title compound as a white solid (40 mg, 23%). MS: m/e=353.3 [M+H]+. Reactants: CCOC(=O)Cc1ccc(OC)c(Oc2ccc(C(=O)NC(C)(C)C)cc2CSC(C)(C)C)c1, CO, [Li+], [OH-], O. The product is COc1ccc(CC(=O)O)cc1Oc1ccc(C(=O)NC(C)(C)C)cc1CSC(C)(C)C. Reaction SMILES: [CH2:1]([CH3:2])[O:3][C:4]([CH2:5][c:6]1[cH:7][c:8]([O:14][c:15]2[c:16]([CH2:28][S:29][C:30]([CH3:31])([CH3:32])[CH3:33])[cH:17][c:18]([C:21]([NH:22][C:23]([CH3:24])([CH3:25])[CH3:26])=[O:27])[cH:19][cH:20]2)[c:9]([O:12][CH3:13])[cH:10][cH:11]1)=[O:34].[CH3:37][OH:38].[Li+:35].[OH-:36].[OH2:39]>>[O:3]=[C:4]([CH2:5][c:6]1[cH:7][c:8]([O:14][c:15]2[c:16]([CH2:28][S:29][C:30]([CH3:31])([CH3:32])[CH3:33])[cH:17][c:18]([C:21]([NH:22][C:23]([CH3:24])([CH3:25])[CH3:26])=[O:27])[cH:19][cH:20]2)[c:9]([O:12][CH3:13])[cH:10][cH:11]1)[OH:34]. Starting materials: S1(CCC2=C1C=CC(=C2)N)(=O)=O (2,3-dihydro-1-benzothiophen-5-amine 1,1-dioxide), C(#N)C(C(=O)OCC)=COCC (ethyl 2-cyano-3-ethoxyacrylate), C(C)(=O)OCC (ethyl acetate). Run in C(C)O (ethanol). Yields the product C(#N)C(C(=O)OCC)=CNC=1C=CC2=C(CCS2(=O)=O)C1 (ethyl 2-cyano-3-[(1,1-dioxido-2,3-dihydro-1-benzothien-5-yl)amino]acrylate). Isolated yield 82.1%. Reaction SMILES: [S:1]1(=[O:12])(=[O:11])[C:5]2[CH:6]=[CH:7][C:8]([NH2:10])=[CH:9][C:4]=2[CH2:3][CH2:2]1.[C:13]([C:15](=[CH:21]OCC)[C:16]([O:18][CH2:19][CH3:20])=[O:17])#[N:14].C(OCC)(=O)C>C(O)C>[C:13]([C:15](=[CH:21][NH:10][C:8]1[CH:7]=[CH:6][C:5]2[S:1](=[O:11])(=[O:12])[CH2:2][CH2:3][C:4]=2[CH:9]=1)[C:16]([O:18][CH2:19][CH3:20])=[O:17])#[N:14]. Procedure details: 5 g (27.3 mmol) of 2,3-dihydro-1-benzothiophen-5-amine 1,1-dioxide were suspended in 50 ml of ethanol under argon, 4.62 g (1 eq, 27.3 mmol) of ethyl 2-cyano-3-ethoxyacrylate were added, and the mixture was heated under reflux overnight. For working up, ethyl acetate was added to the mixture, and the precipitate which formed was filtered off with suction on a frit. The solid was dried in vacuo at 50° C. for 1.5 h. 6.87 g (81%) of the target compound were isolated and were employed without further... Reactants: OC1=C2C(OCC2=C(C(=C1C/C=C(/C(C(C(=O)OCC)(C)C)O)\C)OC)C)=O (ethyl (E)-6-(1,3-dihydro-4-hydroxy-6-methoxy-7-methyl-3-oxoisobenzofuran-5-yl)-2,2,4-trimethyl-3-hydroxy-4-hexenoate). The solvent is CCOCC.C(C)(=O)OCC (ether ethyl acetate). The product is OC1=C2C(OCC2=C(C(=C1C/C=C(/C(C(C(=O)O)(C)C)O)\C)OC)C)=O ((E)-6-(1,3-dihydro-4-hydroxy-6-methoxy -7-methyl-3-oxoisobenzofuran-5-yl)-2,2,4-trimethyl-3-hydroxy-4-hexenoic acid). RXN SMILES: [OH:1][C:2]1[C:10]([CH2:11]/[CH:12]=[C:13](\[CH3:24])/[CH:14]([OH:23])[C:15]([CH3:22])([CH3:21])[C:16]([O:18]CC)=[O:17])=[C:9]([O:25][CH3:26])[C:8]([CH3:27])=[C:7]2[C:3]=1[C:4](=[O:28])[O:5][CH2:6]2>CCOCC.C(OCC)(=O)C>[OH:1][C:2]1[C:10]([CH2:11]/[CH:12]=[C:13](\[CH3:24])/[CH:14]([OH:23])[C:15]([CH3:21])([CH3:22])[C:16]([OH:18])=[O:17])=[C:9]([O:25][CH3:26])[C:8]([CH3:27])=[C:7]2[C:3]=1[C:4](=[O:28])[O:5][CH2:6]2 |f:1.2|. Procedure details: By following the procedure of Example ZA-6A and substituting methyl (E)-6-(1,3-dihydro-4-hydroxy-6-methoxy-7-methyl-3-oxoisobenzofuran-5-yl) 2,4-dimethyl-4-hexenoate with ethyl (E)-6-(1,3-dihydro-4-hydroxy-6-methoxy-7-methyl-3-oxoisobenzofuran-5-yl)-2,2,4-trimethyl-3-hydroxy-4-hexenoate and the corresponding compounds of Formula I-ZA-M1 prepared as described in Part A above, there are obtained (E)-6-(1,3-dihydro-4-hydroxy-6-methoxy -7-methyl-3-oxoisobenzofuran-5-yl)-2,2,4-trimethyl-3-hydroxy-4-h... Starting materials: O(C)N (methoxylamine), N1=CC=CC=C1 (pyridine), C12C(C3CC(CC(C1)C3)C2)=O (2-adamantanone). Reaction conditions: time 66 hour. The product is CON=C1C2CC3CC(CC1C3)C2 (2-adamantanone O-methyloxime). The yield is 66.0%. As a reaction SMILES: [O:1]([NH2:3])[CH3:2].N1C=CC=CC=1.[CH:10]12[CH2:19][CH:14]3[CH2:15][CH:16]([CH2:18][CH:12]([CH2:13]3)[C:11]1=O)[CH2:17]2>Cl.CO>[CH3:2][O:1][N:3]=[C:11]1[CH:12]2[CH2:18][CH:16]3[CH2:15][CH:14]([CH2:19][CH:10]1[CH2:17]3)[CH2:13]2. Procedure: 3.76 g (45 mmol) of methoxylamine, in hydrochloride form, and 4.36 g (55.1 mmol) of pyridine are added to 4.51 g (30 mmol) of 2-adamantanone in 30 ml of methanol. The reaction medium is stirred at ambient temperature for 66 h, the solvents are evaporated off under vacuum, and the residue is then diluted with 50 ml of dichloromethane and 50 ml of water. The organic phase is separated and the aqueous phase is then extracted again with 30 ml of dichloromethane. The organic phases are combined, wash... The solvent is Cl (hydrochloride), CO (methanol). Starting materials: OC[C@@H]1CN(CC1)C(=O)OC(C)(C)C (tert-butyl (S)-3-(hydroxymethyl)pyrrolidine-1-carboxylate), N(=NC(=O)OC(C)C)C(=O)OC(C)C (diisopropyl azodicarboxylate), C1=C(C=CC2=CC=CC=C12)O (naphth-2-ol), C1(=CC=CC=C1)P(C1=CC=CC=C1)C1=CC=CC=C1 (triphenylphosphine). Yields the product C1=C(C=CC2=CC=CC=C12)OC[C@@H]1CN(CC1)C(=O)OC(C)(C)C (tert-Butyl (S)-3-(naphth-2-yloxymethyl)pyrrolidine-1-carboxylate). The yield is 86.0%. Reaction SMILES: [OH:1][CH2:2][C@H:3]1[CH2:7][CH2:6][N:5]([C:8]([O:10][C:11]([CH3:14])([CH3:13])[CH3:12])=[O:9])[CH2:4]1.[CH:15]1[C:24]2[C:19](=[CH:20][CH:21]=[CH:22][CH:23]=2)[CH:18]=[CH:17][C:16]=1O.C1(P(C2C=CC=CC=2)C2C=CC=CC=2)C=CC=CC=1.N(C(OC(C)C)=O)=NC(OC(C)C)=O>>[CH:23]1[C:24]2[C:19](=[CH:18][CH:17]=[CH:16][CH:15]=2)[CH:20]=[CH:21][C:22]=1[O:1][CH2:2][C@H:3]1[CH2:7][CH2:6][N:5]([C:8]([O:10][C:11]([CH3:14])([CH3:13])[CH3:12])=[O:9])[CH2:4]1. Procedure: The procedure is the same as for Example 1 (Stage 1.2) starting from 2.00 g (9.94 mmol) of tert-butyl (S)-3-(hydroxymethyl)pyrrolidine-1-carboxylate (commercial), 2.00 g (13.91 mmol) of naphth-2-ol, 3.90 g (14.91 mmol) of triphenylphosphine and 3.01 g (14.91 mmol) of diisopropyl azodicarboxylate. 2.80 g of product are obtained in the form of an oil after purification on a column of silica gel, elution being carried out with dichloromethane. Reactants: FC=1C=C(C=CC1)C1=CC(=CN1S(=O)(=O)C1=CC=C(C=C1)C)C=O (5-(3-fluorophenyl)-1-[(4-methylphenyl)sulfonyl]-1H-pyrrole-3-carbaldehyde), [Cl-].C[NH3+] (methylammonium chloride), C(#N)[BH3-].[Na+] (sodium cyanoborohydride). The product is Cl.CNCC1=CN(C(=C1)C1=CC(=CC=C1)F)S(=O)(=O)C1=CC=C(C=C1)C (N-Methyl-1-{5-(3-fluorophenyl)-1-[(4-methylphenyl)sulfonyl]-1H-pyrrol-3-yl}methanamine hydrochloride). Yield: 68.6%. RXN SMILES: [F:1][C:2]1[CH:3]=[C:4]([C:8]2[N:12]([S:13]([C:16]3[CH:21]=[CH:20][C:19]([CH3:22])=[CH:18][CH:17]=3)(=[O:15])=[O:14])[CH:11]=[C:10]([CH:23]=O)[CH:9]=2)[CH:5]=[CH:6][CH:7]=1.[Cl-:25].C[NH3+].[C:28]([BH3-])#[N:29].[Na+]>>[ClH:25].[CH3:28][NH:29][CH2:23][C:10]1[CH:9]=[C:8]([C:4]2[CH:5]=[CH:6][CH:7]=[C:2]([F:1])[CH:3]=2)[N:12]([S:13]([C:16]2[CH:21]=[CH:20][C:19]([CH3:22])=[CH:18][CH:17]=2)(=[O:15])=[O:14])[CH:11]=1 |f:1.2,3.4,5.6|. Procedure details: Using 5-(3-fluorophenyl)-1-[(4-methylphenyl)sulfonyl]-1H-pyrrole-3-carbaldehyde (0.57 g), methylammonium chloride (1.38 g) and sodium cyanoborohydride (0.32 g), a procedure as in Example 4 was performed to give the title compound as white crystals (yield 0.45 g, 69%).